This data is from the Open Reaction Database (ORD), a public repository of structured organic reaction records. The task is: describe an organic reaction: reactants, conditions, products, and yield The reactants are ClCCl, COc1ccc(Oc2c(C)cc([N+](=O)[O-])cc2C)cc1, [Cl-], [Cl-], [Cl-], [Cl-], O=C(Cl)c1ccc(F)cc1, O, [Ti+4]. Yields the product COc1ccc(Oc2c(C)cc([N+](=O)[O-])cc2C)cc1C(=O)c1ccc(F)cc1. RXN SMILES: [CH2:32]([Cl:33])[Cl:34].[CH3:1][c:2]1[cH:3][c:4]([N+:18](=[O:19])[O-:20])[cH:5][c:6]([CH3:17])[c:7]1[O:8][c:9]1[cH:10][cH:11][c:12]([O:15][CH3:16])[cH:13][cH:14]1.[Cl-:35].[Cl-:36].[Cl-:37].[Cl-:38].[F:21][c:22]1[cH:23][cH:24][c:25]([C:26](=[O:27])[Cl:28])[cH:29][cH:30]1.[OH2:31].[Ti+4:39]>>[CH3:1][c:2]1[cH:3][c:4]([N+:18](=[O:19])[O-:20])[cH:5][c:6]([CH3:17])[c:7]1[O:8][c:9]1[cH:10][c:11]([C:26]([c:25]2[cH:24][cH:23][c:22]([F:21])[cH:30][cH:29]2)=[O:27])[c:12]([O:15][CH3:16])[cH:13][cH:14]1. The reactants are COC(=O)CCc1ccc(S(=O)(=O)Nc2ccc(C(=O)NNC(=O)OC(C)(C)C)cc2)cc1, CC(=O)O, O=C(O)C(F)(F)F, O=C1Nc2ccc(I)cc2C1=O. Product: COC(=O)CCc1ccc(S(=O)(=O)Nc2ccc(C(=O)NN=C3C(=O)Nc4ccc(I)cc43)cc2)cc1. As a reaction SMILES: [CH3:20][O:21][C:22]([CH2:23][CH2:24][c:25]1[cH:26][cH:27][c:28]([S:31](=[O:32])(=[O:33])[NH:34][c:35]2[cH:36][cH:37][c:38]([C:39](=[O:40])[NH:41][NH:42][C:43]([O:44][C:45]([CH3:46])([CH3:47])[CH3:48])=[O:49])[cH:50][cH:51]2)[cH:29][cH:30]1)=[O:52].[CH3:53][C:54](=[O:55])[OH:56].[F:13][C:14]([F:15])([F:16])[C:17]([OH:18])=[O:19].[I:1][c:2]1[cH:3][c:4]2[c:8]([cH:9][cH:10]1)[NH:7][C:6](=[O:11])[C:5]2=[O:12]>>[I:1][c:2]1[cH:3][c:4]2[c:8]([cH:9][cH:10]1)[NH:7][C:6](=[O:11])[C:5]2=[N:42][NH:41][C:39]([c:38]1[cH:37][cH:36][c:35]([NH:34][S:31]([c:28]2[cH:27][cH:26][c:25]([CH2:24][CH2:23][C:22]([O:21][CH3:20])=[O:52])[cH:30][cH:29]2)(=[O:32])=[O:33])[cH:51][cH:50]1)=[O:40]. Starting materials: CC(C)(C)OC(=O)Cn1ncc2c(=O)n3c(nc21)SCC3, O=C(O)C(F)(F)F. Product: O=C(O)Cn1ncc2c(=O)n3c(nc21)SCC3. Reaction SMILES: [C:1]([CH3:2])([CH3:3])([CH3:4])[O:5][C:6](=[O:7])[CH2:8][n:9]1[n:10][cH:11][c:12]2[c:13]1[n:14][c:15]1[n:16]([c:17]2=[O:18])[CH2:19][CH2:20][S:21]1.[OH:22][C:23]([C:24]([F:25])([F:26])[F:27])=[O:28]>>[O:5]=[C:6]([OH:7])[CH2:8][n:9]1[n:10][cH:11][c:12]2[c:13]1[n:14][c:15]1[n:16]([c:17]2=[O:18])[CH2:19][CH2:20][S:21]1. Starting materials: ClC1=CC(=CC=C1)C(=O)OO (m-chloroperbenzoic acid), C(C)N(C(C1=C(C=C(C=C1)C(F)(F)F)SCC)=O)C1=NC=C(C=C1)C(F)(F)F (N-ethyl-2-ethylsulfanyl-4-trifluoromethyl-N-(5-trifluoromethyl-pyridin-2-yl)-benzamide), C([O-])(O)=O.[Na+] (sodium bicarbonate), S(=S)(=O)([O-])[O-].[Na+].[Na+] (sodium thiosulfate). The solvent is C(Cl)(Cl)Cl (chloroform). Reaction conditions: time 3 hour. Yields the product C(C)N(C(C1=C(C=C(C=C1)C(F)(F)F)S(=O)(=O)CC)=O)C1=NC=C(C=C1)C(F)(F)F (N-ethyl-2-ethylsulfonyl-4-trifluoromethyl-N-(5-trifluoromethyl-pyridin-2-yl)-benzamide). Reaction SMILES: Cl[C:2]1C=CC=C(C(OO)=O)[CH:3]=1.[CH2:12]([N:14]([C:30]1[CH:35]=[CH:34][C:33]([C:36]([F:39])([F:38])[F:37])=[CH:32][N:31]=1)[C:15](=[O:29])[C:16]1[CH:21]=[CH:20][C:19]([C:22]([F:25])([F:24])[F:23])=[CH:18][C:17]=1SCC)[CH3:13].C(=O)(O)[O-].[Na+].[S:45]([O-:49])([O-])(=[O:47])=S.[Na+].[Na+]>C(Cl)(Cl)Cl>[CH2:12]([N:14]([C:30]1[CH:35]=[CH:34][C:33]([C:36]([F:38])([F:37])[F:39])=[CH:32][N:31]=1)[C:15](=[O:29])[C:16]1[CH:17]=[CH:18][C:19]([C:22]([F:23])([F:24])[F:25])=[CH:20][C:21]=1[S:45]([CH2:2][CH3:3])(=[O:49])=[O:47])[CH3:13] |f:2.3,4.5.6|. Procedure details: 0.27 g of m-chloroperbenzoic acid (purity of 68%) was added to a mixture of 0.20 g of N-ethyl-2-ethylsulfanyl-4-trifluoromethyl-N-(5-trifluoromethyl-pyridin-2-yl)-benzamide and 5 mL of chloroform under ice cooling, and the mixture was stirred at room temperature for 3 hours. A saturated aqueous sodium bicarbonate solution and a saturated aqueous sodium thiosulfate solution were added to the reaction mixture, and the mixture was extracted with ethyl acetate. The organic layer was dried over anhyd...